This data is from the Open Reaction Database (ORD), a public repository of structured organic reaction records. The task is: describe an organic reaction: reactants, conditions, products, and yield Starting materials: C(C)OC(C1=CC=C(C=C1)NC=1C=2N(C=C(N1)Br)C=CN2)=O (4-(6-Bromo-imidazo[1,2-a]pyrazin-8-ylamino)-benzoic acid ethyl ester), [OH-].[Na+] (NaOH). Run in C(C)O (ethanol). Product: BrC=1N=C(C=2N(C1)C=CN2)NC2=CC=C(C(=O)O)C=C2 (4-(6-bromo-imidazo[1,2-a]pyrazin-8-ylamino)-benzoic acid). The yield is 86.7%. RXN SMILES: C([O:3][C:4](=[O:22])[C:5]1[CH:10]=[CH:9][C:8]([NH:11][C:12]2[C:13]3[N:14]([CH:19]=[CH:20][N:21]=3)[CH:15]=[C:16]([Br:18])[N:17]=2)=[CH:7][CH:6]=1)C.[OH-].[Na+]>C(O)C>[Br:18][C:16]1[N:17]=[C:12]([NH:11][C:8]2[CH:7]=[CH:6][C:5]([C:4]([OH:22])=[O:3])=[CH:10][CH:9]=2)[C:13]2[N:14]([CH:19]=[CH:20][N:21]=2)[CH:15]=1 |f:1.2|. Reported procedure: 4-(6-Bromo-imidazo[1,2-a]pyrazin-8-ylamino)-benzoic acid ethyl ester (10.0 g; 27.7 mmol) is dissolved in 200 mL ethanol (200 proof) and 100 mL 1 N NaOH is added. The reaction is refluxed for 2 hours and then cooled to rt. The resulting solid is filtered and collected, then slurried up in 0.1 N HCl (75 mL) and extracted with CH2Cl2 (2×75 mL). The pooled CH2Cl2 layers is washed with brine, then dried over anhydrous sodium sulfate and concentrated in vacuo to provide 4-(6-bromo-imidazo[1,2-a]pyrazi...